This data is from the Open Reaction Database (ORD), a public repository of structured organic reaction records. The task is: describe an organic reaction: reactants, conditions, products, and yield Reactants: CS(=O)Cl, NCc1ccc(Cl)nc1, C1CCOC1. Yields the product CS(=O)NCc1ccc(Cl)nc1. Reaction SMILES: [CH3:10][S:11](=[O:12])[Cl:13].[Cl:1][c:2]1[cH:3][cH:4][c:5]([CH2:8][NH2:9])[cH:6][n:7]1.[O:14]1[CH2:15][CH2:16][CH2:17][CH2:18]1>>[Cl:1][c:2]1[cH:3][cH:4][c:5]([CH2:8][NH:9][S:11]([CH3:10])=[O:12])[cH:6][n:7]1. Reactants: ON1N=NC2=C1C=CC=C2 (1-hydroxybenzotriazole), ClC1=C(C=CC(=C1)F)CN ([(2-chloro-4-fluorophenyl)methyl]amine), Cl.CN(CCCN=C=NCC)C (N-(3-dimethylaminopropyl)-N′-ethylcarbodiimide hydrochloride), CC(C)N1[C@H](C(=O)O)CCC1=O (1-(1-Methylethyl)-5-oxo-proline). Run in CN(C=O)C (dimethylformamide), ClCCl (dichloromethane), ClCCl (dichloromethane). Conditions: time 8 hour. Yields the product ClC1=C(C=CC(=C1)F)CNC([C@H]1N(C(CC1)=O)C(C)C)=O (N-[(2-chloro-4-fluorophenyl)methyl]-1-(1-methylethyl)-5-oxo-prolinamide). Yield: 29.2%. Reaction SMILES: [CH3:1][CH:2]([N:4]1[C:11](=[O:12])[CH2:10][CH2:9][C@H:5]1[C:6]([OH:8])=O)[CH3:3].ON1C2C=CC=CC=2N=N1.[Cl:23][C:24]1[CH:29]=[C:28]([F:30])[CH:27]=[CH:26][C:25]=1[CH2:31][NH2:32].Cl.CN(C)CCCN=C=NCC>ClCCl.CN(C)C=O>[Cl:23][C:24]1[CH:29]=[C:28]([F:30])[CH:27]=[CH:26][C:25]=1[CH2:31][NH:32][C:6](=[O:8])[C@@H:5]1[CH2:9][CH2:10][C:11](=[O:12])[N:4]1[CH:2]([CH3:1])[CH3:3] |f:3.4|. Procedure: 1-(1-Methylethyl)-5-oxo-proline (0.060 g, 0.35 mmol, prepared as described below) was dissolved in dichloromethane (3 ml) and dimethylformamide (1 ml) and to this was added 1-hydroxybenzotriazole (0.052 g, 0.39 mmol), [(2-chloro-4-fluorophenyl)methyl]amine (0.061 g, 0.39 mmol) and N-(3-dimethylaminopropyl)-N′-ethylcarbodiimide hydrochloride (0.074 g, 0.39 mmol) under an atmosphere of argon. The mixture was stirred at room temperature overnight. The mixture was diluted with dichloromethane and wa... Starting materials: [OH-].[Na+] (sodium hydroxide), C1(CC1)NC(CCOC1=C(C=C(C=C1)C1=CC=C(C=C1)C(=O)OCC)C1=CC=2C(CCC(C2C=C1)(C)C)(C)C)CC (ethyl 4′-(3-cyclopropylaminopentyloxy)-3′-(5,5,8,8-tetramethyl-5,6,7,8-tetrahydronaphth-2-yl)biphenyl-4-carboxylate). Run in O1CCCC1 (tetrahydrofuran). Yields the product C1(CC1)NC(CCOC1=C(C=C(C=C1)C1=CC=C(C=C1)C(=O)O)C1=CC=2C(CCC(C2C=C1)(C)C)(C)C)CC (4′-(3-cyclopropylaminopentyloxy)-3′-(5,5,8,8-tetramethyl-5,6,7,8-tetrahydronaphth-2-yl)biphenyl-4-carboxylic acid), solid. Yield: 75.0%. Reaction SMILES: [OH-].[Na+].[CH:3]1([NH:6][CH:7]([CH2:42][CH3:43])[CH2:8][CH2:9][O:10][C:11]2[CH:16]=[CH:15][C:14]([C:17]3[CH:22]=[CH:21][C:20]([C:23]([O:25]CC)=[O:24])=[CH:19][CH:18]=3)=[CH:13][C:12]=2[C:28]2[CH:37]=[CH:36][C:35]3[C:34]([CH3:39])([CH3:38])[CH2:33][CH2:32][C:31]([CH3:41])([CH3:40])[C:30]=3[CH:29]=2)[CH2:5][CH2:4]1>O1CCCC1>[CH:3]1([NH:6][CH:7]([CH2:42][CH3:43])[CH2:8][CH2:9][O:10][C:11]2[CH:16]=[CH:15][C:14]([C:17]3[CH:22]=[CH:21][C:20]([C:23]([OH:25])=[O:24])=[CH:19][CH:18]=3)=[CH:13][C:12]=2[C:28]2[CH:37]=[CH:36][C:35]3[C:34]([CH3:38])([CH3:39])[CH2:33][CH2:32][C:31]([CH3:41])([CH3:40])[C:30]=3[CH:29]=2)[CH2:5][CH2:4]1 |f:0.1|. Reported procedure: In a manner similar to that of Example 2a, by reaction of 300 mg (7.5 mmol) of sodium hydroxide with 410 mg (0.74 mmol) of ethyl 4′-(3-cyclopropylaminopentyloxy)-3′-(5,5,8,8-tetramethyl-5,6,7,8-tetrahydronaphth-2-yl)biphenyl-4-carboxylate (Example 21b) in 30 ml of tetrahydrofuran. 290 mg of 4′-(3-cyclopropylaminopentyloxy)-3′-(5,5,8,8-tetramethyl-5,6,7,8-tetrahydronaphth-2-yl)biphenyl-4-carboxylic acid are obtained in the form of a white solid (m.p.=161° C., yield=75%). Procedure details: To a mixture of 7-[ethyl(2-thienylsulfonyl)amino]-1H-indole-2-carboxylic acid (0.43 g), 2-(tritylthio)ethylamine hydrochloride (0.47 g), 1H-1,2,3-benzotriazol-1-ol (0.19 g), triethylamine (0.20 mL) and N,N-dimethylformamide (10 mL) was added N-[3-(dimethylamino)propyl]-N′-ethylcarbodiimide hydrochloride (0.28 g) at 0° C., and the mixture was stirred at 50° C. for 1 hr. Water was added to the reaction mixture, and the obtained crystals were filtrated, washed with water and dried to give the title... Product: C(C)N(C=1C=CC=C2C=C(NC12)C(=O)NCCSC(C1=CC=CC=C1)(C1=CC=CC=C1)C1=CC=CC=C1)S(=O)(=O)C=1SC=CC1 (7-[Ethyl(2-thienylsulfonyl)amino]-N-[2-(tritylthio)ethyl]-1H-indole-2-carboxamide). Isolated yield 111.3%. The reactants are Cl.CN(CCCN=C=NCC)C (N-[3-(dimethylamino)propyl]-N′-ethylcarbodiimide hydrochloride), C(C)N(C=1C=CC=C2C=C(NC12)C(=O)O)S(=O)(=O)C=1SC=CC1 (7-[ethyl(2-thienylsulfonyl)amino]-1H-indole-2-carboxylic acid), Cl.C(C1=CC=CC=C1)(C1=CC=CC=C1)(C1=CC=CC=C1)SCCN (2-(tritylthio)ethylamine hydrochloride), N1(N=NC2=C1C=CC=C2)O (1H-1,2,3-benzotriazol-1-ol). The solvent is O (Water), CN(C=O)C (N,N-dimethylformamide), C(C)N(CC)CC (triethylamine). Conditions: temperature 50 celsius, time 1 hour. RXN SMILES: [CH2:1]([N:3]([S:16]([C:19]1[S:20][CH:21]=[CH:22][CH:23]=1)(=[O:18])=[O:17])[C:4]1[CH:5]=[CH:6][CH:7]=[C:8]2[C:12]=1[NH:11][C:10]([C:13]([OH:15])=O)=[CH:9]2)[CH3:2].Cl.[C:25]([S:44][CH2:45][CH2:46][NH2:47])([C:38]1[CH:43]=[CH:42][CH:41]=[CH:40][CH:39]=1)([C:32]1[CH:37]=[CH:36][CH:35]=[CH:34][CH:33]=1)[C:26]1[CH:31]=[CH:30][CH:29]=[CH:28][CH:27]=1.N1(O)C2C=CC=CC=2N=N1.Cl.CN(C)CCCN=C=NCC>O.CN(C)C=O.C(N(CC)CC)C>[CH2:1]([N:3]([S:16]([C:19]1[S:20][CH:21]=[CH:22][CH:23]=1)(=[O:17])=[O:18])[C:4]1[CH:5]=[CH:6][CH:7]=[C:8]2[C:12]=1[NH:11][C:10]([C:13]([NH:47][CH2:46][CH2:45][S:44][C:25]([C:32]1[CH:37]=[CH:36][CH:35]=[CH:34][CH:33]=1)([C:26]1[CH:27]=[CH:28][CH:29]=[CH:30][CH:31]=1)[C:38]1[CH:43]=[CH:42][CH:41]=[CH:40][CH:39]=1)=[O:15])=[CH:9]2)[CH3:2] |f:1.2,4.5|. Reactants: C(=O)(O)[O-].[Na+] (NaHCO3), N1CCCCC1 (piperidine), N1=C(Cl)N=C(Cl)N=C1Cl (cyanuric chloride), N#N (N2), N1CCNCC1 (piperazine), C(=O)([O-])[O-].[Na+].[Na+] (Na2CO3). Solvent: O (water). Conditions: temperature 20 celsius, time 100 minute. Yields the product N1(CCCCC1)C1=NC(=NC(=N1)N1CCCCC1)N1CCN(CC1)C1=NC(=NC(=N1)N1CCCCC1)N1CCCCC1 (N,N'-Bis(2,4-dipiperidinyl-1,3,5-triazin-6-yl)piperazine). As a reaction SMILES: N#N.C([O-])(O)=O.[Na+].[NH:8]1[CH2:13][CH2:12][CH2:11][CH2:10][CH2:9]1.[N:14]1[C:21](Cl)=[N:20][C:18](Cl)=[N:17][C:15]=1Cl.[NH:23]1[CH2:28][CH2:27][NH:26][CH2:25][CH2:24]1.C([O-])([O-])=O.[Na+].[Na+]>O>[N:8]1([C:15]2[N:17]=[C:18]([N:8]3[CH2:13][CH2:12][CH2:11][CH2:10][CH2:9]3)[N:20]=[C:21]([N:23]3[CH2:28][CH2:27][N:26]([C:15]4[N:17]=[C:18]([N:8]5[CH2:13][CH2:12][CH2:11][CH2:10][CH2:9]5)[N:20]=[C:21]([N:8]5[CH2:13][CH2:12][CH2:11][CH2:10][CH2:9]5)[N:14]=4)[CH2:25][CH2:24]3)[N:14]=2)[CH2:13][CH2:12][CH2:11][CH2:10][CH2:9]1 |f:1.2,6.7.8|. Reported procedure: All operations are carried out under a blanket of N2. 1 mol of each of NaHCO3 and piperidine are introduced into 0.8 1 of water, and 0.5 mol of cyanuric chloride is added in portions at room temperature sufficiently slowly that the reaction temperature is 20° C. and the pH is between 7 and 11. The reaction mixture is subsequently stirred at 20° C. for a further 100 minutes and refluxed for 30 minutes. After cooling, 0.25 mol of each of piperazine and Na2CO3 as 13% strength by weight and 20% stre... Starting materials: C(CC)OCCOC1=CC=C(C=C1)C=1C=CC2=C(C=C(CCS2(=O)=O)C(=O)OCC)C1 (Ethyl 7-(4-propoxyethoxyphenyl)-1,1-dioxo-2,3-dihydro-1-benzothiepine-4-carboxlate), Cl (hydrochloric acid), O (water), C([O-])([O-])=O.[K+].[K+] (potassium carbonate), O (water). Solvent: O1CCCC1 (tetrahydrofuran), CO (methanol). Conditions: time 1 hour. Yields the product C(CC)OCCOC1=CC=C(C=C1)C=1C=CC2=C(C=C(CCS2(=O)=O)C(=O)O)C1 (7-(4-propoxyethoxyphenyl)-1,1-dioxo-2,3-dihydro-1-benzothiepine-4-carboxylic acid). The yield is 91.2%. Reaction SMILES: [CH2:1]([O:4][CH2:5][CH2:6][O:7][C:8]1[CH:13]=[CH:12][C:11]([C:14]2[CH:15]=[CH:16][C:17]3[S:23](=[O:25])(=[O:24])[CH2:22][CH2:21][C:20]([C:26]([O:28]CC)=[O:27])=[CH:19][C:18]=3[CH:31]=2)=[CH:10][CH:9]=1)[CH2:2][CH3:3].O.C(=O)([O-])[O-].[K+].[K+].Cl>O1CCCC1.CO>[CH2:1]([O:4][CH2:5][CH2:6][O:7][C:8]1[CH:9]=[CH:10][C:11]([C:14]2[CH:15]=[CH:16][C:17]3[S:23](=[O:24])(=[O:25])[CH2:22][CH2:21][C:20]([C:26]([OH:28])=[O:27])=[CH:19][C:18]=3[CH:31]=2)=[CH:12][CH:13]=1)[CH2:2][CH3:3] |f:2.3.4|. Reported procedure: Ethyl 7-(4-propoxyethoxyphenyl)-1,1-dioxo-2,3-dihydro-1-benzothiepine-4-carboxlate (11 g, 24.7447 mmol) was dissolved in 110 ml of tetrahydrofuran and 55 ml of methanol, and then 93.5 ml of water was added. After adding potassium carbonate (6.84 g, 49.49 mmol), the mixture was heated under reflux for 4.5 hours. Under reflux, 39.6 ml of a 3N hydrochloric acid and 40 ml of water were dropped. After cooling, the mixture was stirred for 1 hour while cooling in ice. After filtration, the residue was ... Starting materials: C1(=CC=CC=C1)C1=C2CC(CC2=CC=C1)C(=O)OC (methyl 4-phenyl-2-indancarboxylate). Solvent: CO (methanol), [OH-].[Na+] (sodium hydroxide). Product: C1(=CC=CC=C1)C1=C2CC(CC2=CC=C1)C(=O)O (4-phenyl-2-indancarboxylic acid). RXN SMILES: [C:1]1([C:7]2[CH:15]=[CH:14][CH:13]=[C:12]3[C:8]=2[CH2:9][CH:10]([C:16]([O:18]C)=[O:17])[CH2:11]3)[CH:6]=[CH:5][CH:4]=[CH:3][CH:2]=1>CO.[OH-].[Na+]>[C:1]1([C:7]2[CH:15]=[CH:14][CH:13]=[C:12]3[C:8]=2[CH2:9][CH:10]([C:16]([OH:18])=[O:17])[CH2:11]3)[CH:2]=[CH:3][CH:4]=[CH:5][CH:6]=1 |f:2.3|. Reported procedure: Methyl 4-bromo-2-indancarboxylate (510 mg), tributylphenyltin (881 mg), a tris(dibenzylideneacetone)dipalladium chloroform complex (41 mg) and tri-2-furylphosphine (19 mg) were dissolved in N-methylpyrrolidone (10 ml), and the mixture was stirred at 70° C. for 3 hours and allowed to cool. To the reaction solution was added a saturated potassium fluoride solution and the solution was stirred at room temperature for 30 minutes followed by filtering through Celite. The filtrate was extracted with e...